From a dataset of the Open Reaction Database (ORD), a public repository of structured organic reaction records. describe an organic reaction: reactants, conditions, products, and yield The reactants are ClC(=O)OCC (Ethyl chloroformate), S1C=NC=C1 (thiazole), O1CCCC1 (tetrahydrofuran), C(C)C(C(=O)O[Li])(C(=O)[O-])CC (lithio diethylmalonate), C(C)C(C(=O)[O-])(C(=O)[O-])CC (diethylmalonate), solution, C[Si](C)(C)[N-][Si](C)(C)C.[Li+] (lithium bis(trimethylsilyl)amide), O1CCCC1 (tetrahydrofuran), O1CCCC1 (tetrahydrofuran). Run in C(C)OCC (diethyl ether). Conditions: temperature 23 celsius, time 1 hour. Yields the product C(C)OC(=O)N1C(SC=C1)C(C(=O)OCC)C(=O)OCC (Diethyl 2-(3-(ethoxycarbonyl)-2,3-dihydrothiazol-2-yl)malonate). RXN SMILES: Cl[C:2]([O:4][CH2:5][CH3:6])=[O:3].[S:7]1[CH:11]=[CH:10][N:9]=[CH:8]1.C([C:14](CC)([C:19]([O-:21])=[O:20])[C:15]([O:17][Li])=[O:16])C.[CH2:24](C(CC)(C([O-])=O)C([O-])=O)[CH3:25].C[Si]([N-][Si](C)(C)C)(C)C.[Li+].O1CC[CH2:47][CH2:46]1>C(OCC)C>[CH2:5]([O:4][C:2]([N:9]1[CH:10]=[CH:11][S:7][CH:8]1[CH:14]([C:19]([O:21][CH2:46][CH3:47])=[O:20])[C:15]([O:17][CH2:24][CH3:25])=[O:16])=[O:3])[CH3:6] |f:4.5|. Procedure: Ethyl chloroformate (6.46 ml, 67.8 mmoles) was added dropwise to a stirred solution of thiazole (5.0 g, 58.7 mmoles) in tetrahydrofuran (113.0 ml) at about 0° C. under a nitrogen atmosphere. After about 1 hour, a freshly prepared solution of lithio diethylmalonate (To a solution of diethylmalonate (10.3 ml, 67.8 mmoles) in tetrahydrofuran (17.0 ml) was added dropwise a 1 M solution of lithium bis(trimethylsilyl)amide in tetrahydrofuran (67.8 ml, 67.8 mmoles) and the mixture was stirred at 23° C.... Reactants: O=C(O)CCCn1ccn(C2CCc3ccccc3C2)c1=S, ClCCl, O=C(Cl)C(=O)Cl, CN(C)C=O. Yields the product NC(=O)CCCn1ccn(C2CCc3ccccc3C2)c1=S. As a reaction SMILES: [CH2:1]1[CH:2]([n:11]2[c:12](=[S:22])[n:13]([CH2:16][CH2:17][CH2:18][C:19](=[O:20])[OH:21])[cH:14][cH:15]2)[CH2:3][CH2:4][c:5]2[cH:6][cH:7][cH:8][cH:9][c:10]21.[CH2:34]([Cl:35])[Cl:36].[Cl:23][C:24]([C:25]([Cl:26])=[O:27])=[O:28].[O:29]=[CH:30][N:31]([CH3:32])[CH3:33]>>[CH2:1]1[CH:2]([n:11]2[c:12](=[S:22])[n:13]([CH2:16][CH2:17][CH2:18][C:19](=[O:20])[NH2:31])[cH:14][cH:15]2)[CH2:3][CH2:4][c:5]2[cH:6][cH:7][cH:8][cH:9][c:10]21. Reactants: C1(CCCC1)[C@](C(=O)O[C@@H]1[C@H]2CCC(C1)N2C)(C2=CC=CC=C2)O ((1R,2S)-2-((R)-2′-cyclopentyl-2′-hydroxy 2′-phenylacetoxy)-7-methyl-7-azabicyclo[2.2.1]heptane), CBr (methyl bromide). Run in CC(=O)C (acetone). Run at time 48 hour. Product: [Br-].C1(CCCC1)[C@](C(=O)O[C@@H]1[C@H]2CCC(C1)[N+]2(C)C)(C2=CC=CC=C2)O ((1R,2S)-2-((R)-2′-cyclopentyl-2′-hydroxy 2′-phenylacetoxy)-7,7-dimethyl-7-azoniabicyclo[2.2.1]heptane bromide). As a reaction SMILES: [CH:1]1([C@@:6]([OH:24])([C:18]2[CH:23]=[CH:22][CH:21]=[CH:20][CH:19]=2)[C:7]([O:9][C@H:10]2[CH2:15][CH:14]3[N:16]([CH3:17])[C@@H:11]2[CH2:12][CH2:13]3)=[O:8])[CH2:5][CH2:4][CH2:3][CH2:2]1.[CH3:25][Br:26]>CC(C)=O>[Br-:26].[CH:1]1([C@@:6]([OH:24])([C:18]2[CH:19]=[CH:20][CH:21]=[CH:22][CH:23]=2)[C:7]([O:9][C@H:10]2[CH2:15][CH:14]3[N+:16]([CH3:25])([CH3:17])[C@@H:11]2[CH2:12][CH2:13]3)=[O:8])[CH2:5][CH2:4][CH2:3][CH2:2]1 |f:3.4|. Reported procedure: To (1R,2S)-2-((R)-2′-cyclopentyl-2′-hydroxy 2′-phenylacetoxy)-7-methyl-7-azabicyclo[2.2.1]heptane (46 mg, 0.139 mmol) in acetone (2 mL) was added 1 mL of methyl bromide solution (2M in ether). The resulting mixture was left at room temperature for 48 hrs. The crystallized product was filtered off and dried to yield 36 mg of (1R,2S)-2-((R)-2′-cyclopentyl-2′-hydroxy 2′-phenylacetoxy)-7,7-dimethyl-7-azoniabicyclo[2.2.1]heptane bromide (2) as a white crystalline solid, M.P. 233-234° C., 1HNMR: 7.6 (... Reactants: COC=1C=C(C(=O)N)C=C(C1OC)OC (3,4,5-Trimethoxybenzamide), COC1=CC=C(C=C1)P1(SP(S1)(C1=CC=C(C=C1)OC)=S)=S (2,4-bis(4-methoxyphenyl)-1,3-dithia-2,4-diphosphetane-2,4-disulfide), C1(=CC=CC=C1)C (toluene). The solvent is C(C)(=O)OCC (ethyl acetate). Conditions: temperature 70 celsius, time 5 hour. Product: COC=1C=C(C(N)=S)C=C(C1OC)OC (3,4,5-Trimethoxybenzothioamide). As a reaction SMILES: [CH3:1][O:2][C:3]1[CH:4]=[C:5]([CH:9]=[C:10]([O:14][CH3:15])[C:11]=1[O:12][CH3:13])[C:6]([NH2:8])=O.COC1C=CC(P2(=S)SP(=S)(C3C=CC(OC)=CC=3)[S:25]2)=CC=1.C1(C)C=CC=CC=1>C(OCC)(=O)C>[CH3:1][O:2][C:3]1[CH:4]=[C:5]([CH:9]=[C:10]([O:14][CH3:15])[C:11]=1[O:12][CH3:13])[C:6](=[S:25])[NH2:8]. Procedure details: 3,4,5-Trimethoxybenzamide (5.0 g) and 2,4-bis(4-methoxyphenyl)-1,3-dithia-2,4-diphosphetane-2,4-disulfide (5.24 g) were added to toluene, and the mixture was stirred at 70° C. After 5 hours, the reaction mixture was cooled back to room temperature, diluted with ethyl acetate, washed with saturated brine, dried over anhydrous sodium sulfate, and concentrated under reduced pressure. The residue was then purified by column chromatography on silica gel (hexane:ethyl acetate=1:1 to 1:2) to obtain yel...